Dataset: the Open Reaction Database (ORD), a public repository of structured organic reaction records. Task: describe an organic reaction: reactants, conditions, products, and yield Starting materials: C1CCOC1, CO, COC(=O)c1ccc(-c2ccc(Nc3nc4ccc(F)cc4s3)c(F)c2)cc1OC, [Na+], [OH-], O. Product: COc1cc(-c2ccc(Nc3nc4ccc(F)cc4s3)c(F)c2)ccc1C(=O)O. As a reaction SMILES: [CH2:36]1[O:37][CH2:38][CH2:39][CH2:40]1.[CH3:31][OH:32].[F:1][c:2]1[cH:3][c:4](-[c:19]2[cH:20][c:21]([O:29][CH3:30])[c:22]([C:25](=[O:26])[O:27][CH3:28])[cH:23][cH:24]2)[cH:5][cH:6][c:7]1[NH:8][c:9]1[s:10][c:11]2[c:12]([n:13]1)[cH:14][cH:15][c:16]([F:18])[cH:17]2.[Na+:35].[OH-:34].[OH2:33]>>[F:1][c:2]1[cH:3][c:4](-[c:19]2[cH:20][c:21]([O:29][CH3:30])[c:22]([C:25](=[O:26])[OH:27])[cH:23][cH:24]2)[cH:5][cH:6][c:7]1[NH:8][c:9]1[s:10][c:11]2[c:12]([n:13]1)[cH:14][cH:15][c:16]([F:18])[cH:17]2. The reactants are CC(=NO)c1ccc(F)nc1F, [Na+], [OH-], O=C(O)C(F)(F)F, [Zn]. Yields the product CC(N)c1ccc(F)nc1F. Reaction SMILES: [F:1][c:2]1[n:3][c:4]([F:12])[cH:5][cH:6][c:7]1[C:8]([CH3:9])=[N:10][OH:11].[Na+:14].[OH-:13].[OH:15][C:16]([C:17]([F:18])([F:19])[F:20])=[O:21].[Zn:22]>>[F:1][c:2]1[n:3][c:4]([F:12])[cH:5][cH:6][c:7]1[CH:8]([CH3:9])[NH2:10]. The reactants are CC1=C(C=C(C=C1C)C)O (2,3,5-trimethylphenol), C([O-])([O-])=O.[K+].[K+] (potassium carbonate), CC(=O)C (acetone). The product is CC1=C(C=C(C=C1C)C)OCC(C)=C (methallyl 2,3,5-trimethylphenyl ether). Isolated yield 75.0%. As a reaction SMILES: [CH3:1][C:2]1[C:7]([CH3:8])=[CH:6][C:5]([CH3:9])=[CH:4][C:3]=1[OH:10].[C:11](=O)([O-])[O-].[K+].[K+].[CH3:17][C:18]([CH3:20])=O>>[CH3:1][C:2]1[C:7]([CH3:8])=[CH:6][C:5]([CH3:9])=[CH:4][C:3]=1[O:10][CH2:17][C:18](=[CH2:20])[CH3:11] |f:1.2.3|. Procedure details: To a solution of 100 g of 2,3,5-trimethylphenol in 500 ml of acetone was added 75 g of anhydrous potassium carbonate. After refluxing for 45 hours, the reaction mixture was filtered, concentrated under reduced pressure and diluted with diethyl ether. The mixture was extracted three times with 300 ml of 20% aqueous solution of sodium hydroxide. The combined organic extracts were washed with water, dried over anhydrous magnesium sulfate, filtered and concentrated under the reduced pressure to affo... The reactants are O=C([O-])O, C=CCBr, O=c1[nH]c2cc(Cl)ccc2c(O)c1-c1ccccc1, [Na+], CN(C)C=O, O. Yields the product C=CCOc1c(-c2ccccc2)c(=O)[nH]c2cc(Cl)ccc12. Reaction SMILES: [C:20](=[O:21])([O-:22])[OH:23].[CH2:25]([CH:26]=[CH2:27])[Br:28].[Cl:1][c:2]1[cH:3][cH:4][c:5]2[c:6]([OH:19])[c:7](-[c:13]3[cH:14][cH:15][cH:16][cH:17][cH:18]3)[c:8](=[O:12])[nH:9][c:10]2[cH:11]1.[Na+:24].[O:30]=[CH:31][N:32]([CH3:33])[CH3:34].[OH2:29]>>[Cl:1][c:2]1[cH:3][cH:4][c:5]2[c:6]([O:19][CH2:27][CH:26]=[CH2:25])[c:7](-[c:13]3[cH:14][cH:15][cH:16][cH:17][cH:18]3)[c:8](=[O:12])[nH:9][c:10]2[cH:11]1. Reactants: C (carbon black), CCCCCCCCCCCCCCCC[N+]=1C=CC=CC1.[Cl-] (cetyl pyridinium chloride). Product: C=CC=C.C=CC1=CC=CC=C1 (Styrene Butadiene). As a reaction SMILES: C.[CH3:2][CH2:3][CH2:4][CH2:5]CCCC[CH2:10][CH2:11][CH2:12][CH2:13][CH2:14][CH2:15][CH2:16][CH2:17][N+]1C=CC=CC=1.[Cl-]>>[CH2:2]=[CH:3][CH:4]=[CH2:5].[CH2:17]=[CH:16][C:15]1[CH:10]=[CH:11][CH:12]=[CH:13][CH:14]=1 |f:1.2,3.4|. Procedure: A toner was prepared by extrusion of the above polymer, 92 percent, 6 percent of REGAL 330® carbon black and 2 percent of CPC (cetyl pyridinium chloride charge additive) followed by micronization to 10 microns. The minimum fix temperature of the toner was 230° F. as determined by no cracking of the fused toner images as a result of a 180 degrees paper crease test (paper folded 180 degrees, visually observed the breadth of cracking at crease) and the minimum fix temperature of the toner was 230° ... Starting materials: N (ammonia), C(C)(=O)OCC (ethyl acetate), N,N'-carbonyldiimidazole, C(C)(C)(C)C1=C(C=C(C=C1)C(=O)O)NC(CC(CCCCC)C1=C(C=C(C=C1)SC)OC)=O (N-(2-t-butyl-5-carboxyphenyl)-3-(2-methoxy-4-methylthiophenyl)octanamide). Run in C(C)#N (acetonitrile), O (water). Conditions: time 1 hour. The product is C(C)(C)(C)C1=C(C=C(C=C1)C(N)=O)NC(CC(CCCCC)C1=C(C=C(C=C1)SC)OC)=O (N-(2-t-Butyl-5-carbamoylphenyl)-3-(2-methoxy-4-methylthiophenyl)octanamide). Yield: 84.0%. Reaction SMILES: [C:1]([C:5]1[CH:10]=[CH:9][C:8]([C:11](O)=[O:12])=[CH:7][C:6]=1[NH:14][C:15](=[O:33])[CH2:16][CH:17]([C:23]1[CH:28]=[CH:27][C:26]([S:29][CH3:30])=[CH:25][C:24]=1[O:31][CH3:32])[CH2:18][CH2:19][CH2:20][CH2:21][CH3:22])([CH3:4])([CH3:3])[CH3:2].[NH3:34].C(OCC)(=O)C>C(#N)C.O>[C:1]([C:5]1[CH:10]=[CH:9][C:8]([C:11](=[O:12])[NH2:34])=[CH:7][C:6]=1[NH:14][C:15](=[O:33])[CH2:16][CH:17]([C:23]1[CH:28]=[CH:27][C:26]([S:29][CH3:30])=[CH:25][C:24]=1[O:31][CH3:32])[CH2:18][CH2:19][CH2:20][CH2:21][CH3:22])([CH3:4])([CH3:3])[CH3:2]. Reported procedure: 510 mg (3.15 mmol) of N,N'-carbonyldiimidazole were added to a solution of 1.142 g (2.42 mmol) of N-(2-t-butyl-5-carboxyphenyl)-3-(2-methoxy-4-methylthiophenyl)octanamide (prepared as described in Preparation 31A) in 10 ml of acetonitrile, and the resulting mixture was stirred at room temperature for 1 hour, after which 0.79 ml (12.1 mmol) of 28% w/w aqueous ammonia. The reaction mixture was stirred for 5 hours, after which it was diluted with water, and the diluted aqueous mixture was freed fro... The reactants are NC[C@H](C1=CC(=CC(=C1)F)Br)N[S@@](=O)C(C)(C)C ((S)—N—((S)-2-amino-1-(3-bromo-5-fluorophenyl)ethyl)-2-methylpropane-2-sulfinamide), TEA, ClC(=O)OC (methyl chloroformate), Cl (HCl). The solvent is C(Cl)Cl (DCM). Reaction conditions: time 1 hour. Product: N[C@H](CNC(OC)=O)C1=CC(=CC(=C1)F)Br ((S)-methyl (2-amino-2-(3-bromo-5-fluorophenyl)ethyl)carbamate). As a reaction SMILES: [NH2:1][CH2:2][C@@H:3]([NH:12][S@](C(C)(C)C)=O)[C:4]1[CH:9]=[C:8]([F:10])[CH:7]=[C:6]([Br:11])[CH:5]=1.Cl[C:20]([O:22][CH3:23])=[O:21].Cl>C(Cl)Cl>[NH2:12][C@@H:3]([C:4]1[CH:9]=[C:8]([F:10])[CH:7]=[C:6]([Br:11])[CH:5]=1)[CH2:2][NH:1][C:20](=[O:21])[O:22][CH3:23]. Reported procedure: To a solution of (S)—N—((S)-2-amino-1-(3-bromo-5-fluorophenyl)ethyl)-2-methylpropane-2-sulfinamide (100 mg, 0.297 mmol) in DCM (988 μl) was added TEA (124 μl, 0.890 mmol) and methyl chloroformate (24.12 μl, 0.311 mmol). The reaction mixture was stirred at room temperature for 1 h. The reaction mixture was extracted by EtOAc and the organics were washed with water and brine, dried over sodium sulfate, filtered off, and concentrated in vacuo. The residue was dissolved in Et2O (1 mL), then HCl (4M ... Procedure: A solution of 24.5 ml of thiophenol in 100 ml of anhydrous THF is added to a suspension of 13 g of sodium methylate in 440 ml of absolute THF whilst stirring at room temperature under nitrogen. 72 g of 4-chloro-3-nitro-5-pyrrol-1-yl-sulfonylbenzoic acid methyl ester in 220 ml of absolute THF are then added dropwise and the mixture is stirred at room temperature until the end of the reaction is reached, as ascertained by thin layer chromatography. After removing the solvent on a rotary evaporator... Starting materials: COC(C1C(C(=C(C(=C1)N1C=CC=C1)Cl)[N+](=O)[O-])=S(=O)=O)=O (4-chloro-3-nitro-5-pyrrol-1-yl-sulfonylbenzoic acid methyl ester), C1(=CC=CC=C1)S (thiophenol), C[O-].[Na+] (sodium methylate). Solvent: C1CCOC1 (THF), C1CCOC1 (THF), C1CCOC1 (THF). Reaction SMILES: [C:1]1([SH:7])[CH:6]=[CH:5][CH:4]=[CH:3][CH:2]=1.C[O-].[Na+].[CH3:11][O:12][C:13](=[O:32])[CH:14]1[CH:19]=[C:18]([N:20]2[CH:24]=[CH:23][CH:22]=[CH:21]2)[C:17](Cl)=[C:16]([N+:26]([O-:28])=[O:27])[C:15]1=[S:29](=[O:31])=[O:30]>C1COCC1>[CH3:11][O:12][C:13](=[O:32])[CH:14]1[CH:19]=[C:18]([N:20]2[CH:24]=[CH:23][CH:22]=[CH:21]2)[C:17]([S:7][C:1]2[CH:6]=[CH:5][CH:4]=[CH:3][CH:2]=2)=[C:16]([N+:26]([O-:28])=[O:27])[C:15]1=[S:29](=[O:31])=[O:30] |f:1.2|. Product: COC(C1C(C(=C(C(=C1)N1C=CC=C1)SC1=CC=CC=C1)[N+](=O)[O-])=S(=O)=O)=O (3-Nitro-4-phenylthio-5-pyrrol-1-yl-sulfonyl-benzoic acid methyl ester). Yield: 45.0%.